Dataset: the Open Reaction Database (ORD), a public repository of structured organic reaction records. Task: describe an organic reaction: reactants, conditions, products, and yield Solvent: N1=CC=CC=C1 (pyridine), N1=CC=CC=C1 (pyridine). Reaction SMILES: [CH3:1][C:2]1[CH:7]=[CH:6][C:5]([S:8](Cl)(=[O:10])=[O:9])=[CH:4][CH:3]=1.[NH2:12][CH2:13][CH2:14][NH:15][CH2:16][CH2:17][NH:18][CH2:19][CH2:20][NH2:21].Cl>N1C=CC=CC=1>[S:8]([NH:12][CH2:13][CH2:14][N:15]([S:8]([C:5]1[CH:6]=[CH:7][C:2]([CH3:1])=[CH:3][CH:4]=1)(=[O:10])=[O:9])[CH2:16][CH2:17][N:18]([S:8]([C:5]1[CH:6]=[CH:7][C:2]([CH3:1])=[CH:3][CH:4]=1)(=[O:10])=[O:9])[CH2:19][CH2:20][NH:21][S:8]([C:5]1[CH:6]=[CH:7][C:2]([CH3:1])=[CH:3][CH:4]=1)(=[O:10])=[O:9])([C:5]1[CH:6]=[CH:7][C:2]([CH3:1])=[CH:3][CH:4]=1)(=[O:10])=[O:9]. Yields the product S(=O)(=O)(C1=CC=C(C)C=C1)NCCN(CCN(CCNS(=O)(=O)C1=CC=C(C)C=C1)S(=O)(=O)C1=CC=C(C)C=C1)S(=O)(=O)C1=CC=C(C)C=C1 (N,N',N",N'"-tetratosyltriethylenetetramine). Reactants: 6e, Cl (hydrochloric acid), CC1=CC=C(C=C1)S(=O)(=O)Cl (p-tosyl chloride), NCCNCCNCCN (triethylenetetramine). Procedure: Procedure 3 is further illustrated by the preparation of racemic 6e'. A solution of 80 g of p-tosyl chloride in 300 ml. of dry pyridine was cooled to 0° and added to a cooled, stirred solution of triethylenetetramine (MCB, technical) in 50 ml. of dry pyridine over a period of 3 hr. The solution was kept at 0° during addition. The solution was allowed to stand at 0° for 24 hrs, and mixed with 100 ml. of concentrated hydrochloric acid and 1 kg. of crushed ice. The resulting aqueous solution was de... Run at time 24 hour. The reactants are ClC1=CC=C(C=C1)C1=NNC(C1)=O (3-(4-chlorophenyl)-4, 5-dihydropyrazol-5-one), C(C)OCC (diethyl ether), [H-].[Na+] (sodium hydride), BrCC(=O)OC(C)(C)C (t-butyl bromoacetate). The solvent is CN(C=O)C (dimethyl-formamide), O (water), CN(C=O)C (dimethylformamide). Conditions: time 30 minute. The product is ClC1=CC=C(C=C1)C1=NN(C(C1C)=O)C(=O)OC(C)(C)C (3-(4-chlorophenyl)-1-t-butoxycarbonyl-methyl-4, 5-dihydropyrazol-5-one). Isolated yield 95.0%. Reaction SMILES: [H-].[Na+].[Cl:3][C:4]1[CH:9]=[CH:8][C:7]([C:10]2[CH2:14][C:13](=[O:15])[NH:12][N:11]=2)=[CH:6][CH:5]=1.BrC[C:18]([O:20][C:21]([CH3:24])([CH3:23])[CH3:22])=[O:19].[CH2:25](OCC)C>CN(C)C=O.O>[Cl:3][C:4]1[CH:5]=[CH:6][C:7]([C:10]2[CH:14]([CH3:25])[C:13](=[O:15])[N:12]([C:18]([O:20][C:21]([CH3:24])([CH3:23])[CH3:22])=[O:19])[N:11]=2)=[CH:8][CH:9]=1 |f:0.1|. Procedure: To a suspension of 0.44 g (11 mmol) of 60% oily sodium hydride in 10 ml of anhydrous dimethylformamide was added dropwise a solution of 2.2 g (10 mmol) of 3-(4-chlorophenyl)-4, 5-dihydropyrazol-5-one in dimethyl-formamide (5 ml) at 0° C. After 30 minutes of stirring at room temperature, 2.1 g (11 mmol) of t-butyl bromoacetate was added dropwise, and stirring was continued for another 2 hours. To the reaction solution was added 50 ml of diethyl ether and 50 ml of water, and vigorously agitated. T...